This data is from the Open Reaction Database (ORD), a public repository of structured organic reaction records. The task is: describe an organic reaction: reactants, conditions, products, and yield The reactants are [Br-], COc1cc([N+](=O)[O-])c(Br)cc1C(C)(C)C, COC(=O)C(F)(F)Cl, [Cu]I, [F-], [K+], [K+], CN(C)C=O, O. Product: COc1cc([N+](=O)[O-])c(C(F)(F)F)cc1C(C)(C)C. Reaction SMILES: [Br-:19].[C:1]([CH3:2])([CH3:3])([CH3:4])[c:5]1[c:6]([O:15][CH3:16])[cH:7][c:8]([N+:12](=[O:13])[O-:14])[c:9]([Br:11])[cH:10]1.[Cl:21][C:22]([C:23]([O:24][CH3:25])=[O:26])([F:27])[F:28].[Cu:35][I:36].[F-:17].[K+:18].[K+:20].[O:29]=[CH:30][N:31]([CH3:32])[CH3:33].[OH2:34]>>[C:1]([CH3:2])([CH3:3])([CH3:4])[c:5]1[c:6]([O:15][CH3:16])[cH:7][c:8]([N+:12](=[O:13])[O-:14])[c:9]([C:22]([F:17])([F:27])[F:28])[cH:10]1. The reactants are C(#N)C=1C(=C2C=CNC2=NC1)C (5-cyano-4-methyl-7-azaindole), Cl (HCl). Reagents/catalysts: [Pd] (palladium on carbon). The solvent is CO (methanol). Conditions: time 6 hour. The product is Cl.Cl.NCC=1C(=C2C=CNC2=NC1)C (5-Aminomethyl-4-methyl-7-azaindole Dihydrochloride). As a reaction SMILES: [C:1]([C:3]1[C:4]([CH3:12])=[C:5]2[C:9](=[N:10][CH:11]=1)[NH:8][CH:7]=[CH:6]2)#[N:2].[ClH:13]>[Pd].CO>[ClH:13].[ClH:13].[NH2:2][CH2:1][C:3]1[C:4]([CH3:12])=[C:5]2[C:9](=[N:10][CH:11]=1)[NH:8][CH:7]=[CH:6]2 |f:4.5.6|. Procedure details: A suspension of 5-cyano-4-methyl-7-azaindole (48 mg, 0.31 mmol) and 10% palladium on carbon (25 mg) in methanol (10 mL) and concentrated HCl (0.5 mL) was shaken on a Parr apparatus under hydrogen (50 psi) for 6 h. The mixture was filtered through celite and evaporated in vacuo. The residue was dissolved in a minimum volume of methanol, ether was added and the solids collected by filtration to give the title compound as a pale yellow solid: The reactants are [H-].[Na+] (Sodium hydride), C(C)(=O)NC(C(=O)OC)C(=O)OC (dimethyl acetamidomalonate), BrC1C(C2=C(CCC1)C=C(C=C2)CCCCCCCC)=O (6-Bromo-2-octyl-6,7,8,9-tetrahydro-5H-benzocyclohepten-5-one). Solvent: CN(C)C=O (DMF), CN(C)C=O (DMF), CN(C)C=O (DMF). Run at temperature 0 celsius, time 3 hour. Product: COC(C(C(=O)OC)(C1C(C2=C(CCC1)C=C(C=C2)CCCCCCCC)=O)NC(C)=O)=O (2-Acetylamino-2-(2-octyl-6,7,8,9-tetrahydro-5H-benzocyclohepten-5-on-6-yl)-malonic acid dimethyl ester). Yield: 15.2%. RXN SMILES: [H-].[Na+].[C:3]([NH:6][CH:7]([C:12]([O:14][CH3:15])=[O:13])[C:8]([O:10][CH3:11])=[O:9])(=[O:5])[CH3:4].Br[CH:17]1[CH2:23][CH2:22][CH2:21][C:20]2[CH:24]=[C:25]([CH2:28][CH2:29][CH2:30][CH2:31][CH2:32][CH2:33][CH2:34][CH3:35])[CH:26]=[CH:27][C:19]=2[C:18]1=[O:36]>CN(C=O)C>[CH3:11][O:10][C:8](=[O:9])[C:7]([NH:6][C:3](=[O:5])[CH3:4])([CH:17]1[CH2:23][CH2:22][CH2:21][C:20]2[CH:24]=[C:25]([CH2:28][CH2:29][CH2:30][CH2:31][CH2:32][CH2:33][CH2:34][CH3:35])[CH:26]=[CH:27][C:19]=2[C:18]1=[O:36])[C:12]([O:14][CH3:15])=[O:13] |f:0.1|. Procedure: Sodium hydride (720 mg, 18.0 mmol) 60% in mineral oil was suspended in dry DMF (10 mL) and a solution of dimethyl acetamidomalonate (3.00 g, 15 mmol) in dry DMF (10 mL) was added. The solution was stirred at 0° C. for 3 h until the anion had formed. A solution of 4 (2.12 g, 6.0 mmol) in dry DMF (10 mL) was added and the solution warmed to room temperature and stirred overnight. The mixture was poured into distilled water (50 mL), acidified to pH 3 with 1M hydrochloric acid in an ice-bath and ext...